From a dataset of the Open Reaction Database (ORD), a public repository of structured organic reaction records. describe an organic reaction: reactants, conditions, products, and yield The reactants are ClCCC(=O)Cl (3-chloropropionyl chloride), ClC=1C=C(N)C=CC1F (3-chloro-4-fluoroaniline). The solvent is CC(=O)C (acetone), CC(=O)C (acetone). Run at temperature 20 celsius, time 35 minute. The product is ClC=1C=C(NC(CCCl)=O)C=CC1F (3'-Chloro-4'-fluoro-3-chloropropionanilide). Yield: 74.5%. As a reaction SMILES: [Cl:1][CH2:2][CH2:3][C:4](Cl)=[O:5].[Cl:7][C:8]1[CH:9]=[C:10]([CH:12]=[CH:13][C:14]=1[F:15])[NH2:11]>CC(C)=O>[Cl:7][C:8]1[CH:9]=[C:10]([CH:12]=[CH:13][C:14]=1[F:15])[NH:11][C:4](=[O:5])[CH2:3][CH2:2][Cl:1]. Procedure details: A solution of 3-chloropropionyl chloride (127 g) in acetone (200 cc) is added with stirring in the course of 35 minutes to a solution, at a temperature in the region of 55°) C., of 3-chloro-4-fluoroaniline (291 g) in acetone (500 cc), and the mixture is maintained at this temperature for 2 hours. After cooling to approximately 20° C., the insoluble matter is removed by filtration and washed with acetone (2×200 cc). The combined filtrate and washings are poured with stirring into water (2 liters)... Starting materials: BrC=1C=CN2C1C=NC=C2 (8-bromopyrrolo[1,2-a]pyrazine), [Cu]C#N (copper(I) cyanide), O (water). The solvent is CN1C(CCC1)=O (N-methylpyrrolidone). Reaction conditions: time 10 minute. Product: C(#N)C=1C=CN2C1C=NC=C2 (8-cyanopyrrolo[1,2-a]pyrazine). The yield is 82.6%. RXN SMILES: Br[C:2]1[CH:3]=[CH:4][N:5]2[CH:10]=[CH:9][N:8]=[CH:7][C:6]=12.[Cu][C:12]#[N:13].O>CN1CCCC1=O>[C:12]([C:2]1[CH:3]=[CH:4][N:5]2[CH:10]=[CH:9][N:8]=[CH:7][C:6]=12)#[N:13]. Reported procedure: 2 g of 8-bromopyrrolo[1,2-a]pyrazine prepared in Preparation Example 7 was added to a mixture of 2 g of copper(I) cyanide dissolved in 20 ml of N-methylpyrrolidone at 160° C. The reaction mixture was stirred for 10 minutes and cooled to room temperature. The reaction mixture was poured into 100 ml of distilled water, extracted with ethyl acetate (50ml×3), and then concentrated to dryness to obtain 1.2 g of yellowish brown title compound.